This data is from the Open Reaction Database (ORD), a public repository of structured organic reaction records. The task is: describe an organic reaction: reactants, conditions, products, and yield Reactants: BrC1=C(C=C(C=C1)NC(CCCC)=O)N1N=C(N(C1=O)CC1=C(C=C(C=C1)C1=C(C=CC=C1)S(N)(=O)=O)F)CC (2-[2-Bromo-5-(valerylamino )phenyl]-2,4-dihydro-5-ethyl -4-[(3-fluoro-2'-sulfamoylbiphenyl-4-yl)methyl]-3H-1,2,4-triazol-3-one), ClC(=O)OC(C)C (isopropyl chloroformate). Run in C1CCOC1 (THF). The product is BrC1=C(C=C(C=C1)NC(CCCC)=O)N1N=C(N(C1=O)CC1=C(C=C(C=C1)C1=C(C=CC=C1)S(NC(=O)OC(C)C)(=O)=O)F)CC (2-[2-Bromo-5-(valerylamino)phenyl]-2,4-dihydro-5-ethyl-4-[[3-fluoro -2'-[N-(isopropoxycarbonyl)sulfamoyl]biphenyl-4-yl]methyl]-3H-1,2,4-triazol-3-one). RXN SMILES: [Br:1][C:2]1[CH:7]=[CH:6][C:5]([NH:8][C:9](=[O:14])[CH2:10][CH2:11][CH2:12][CH3:13])=[CH:4][C:3]=1[N:15]1[C:19](=[O:20])[N:18]([CH2:21][C:22]2[CH:27]=[CH:26][C:25]([C:28]3[CH:33]=[CH:32][CH:31]=[CH:30][C:29]=3[S:34](=[O:37])(=[O:36])[NH2:35])=[CH:24][C:23]=2[F:38])[C:17]([CH2:39][CH3:40])=[N:16]1.Cl[C:42]([O:44][CH:45]([CH3:47])[CH3:46])=[O:43]>C1COCC1>[Br:1][C:2]1[CH:7]=[CH:6][C:5]([NH:8][C:9](=[O:14])[CH2:10][CH2:11][CH2:12][CH3:13])=[CH:4][C:3]=1[N:15]1[C:19](=[O:20])[N:18]([CH2:21][C:22]2[CH:27]=[CH:26][C:25]([C:28]3[CH:33]=[CH:32][CH:31]=[CH:30][C:29]=3[S:34](=[O:37])(=[O:36])[NH:35][C:42]([O:44][CH:45]([CH3:47])[CH3:46])=[O:43])=[CH:24][C:23]=2[F:38])[C:17]([CH2:39][CH3:40])=[N:16]1. Procedure details: The titled compound was prepared from 2-[2-bromo-5-(valerylamino)phenyl]-2,4-dihydro-5-ethyl-4-[(3-fluoro-2'-sulfamoyl -biphenyl-4-yl)methyl]-3H-1,2,4-triazol-3-one (from Example 1, Step J) as described in Example 1, Step K, except that isopropyl chloroformate was used in place of di-t-butyl dicarbonate, and THF was used as the solvent. After chromatographic purification, the titled compound was obtained in 15% yield; mass spectrum (FAB) m/e 716,718 (M+1)+. The reactants are COc1cc(Br)c(C=O)c(OC)c1, C#Cc1cc(C)c(OCc2ccccc2)c(C)c1, [Cu]I, O. Yields the product COc1cc(C#Cc2cc(C)c(OCc3ccccc3)c(C)c2)c(C=O)c(OC)c1. As a reaction SMILES: [Br:1][c:2]1[c:3]([CH:4]=[O:5])[c:6]([O:12][CH3:13])[cH:7][c:8]([O:10][CH3:11])[cH:9]1.[CH2:14]([c:15]1[cH:16][cH:17][cH:18][cH:19][cH:20]1)[O:21][c:22]1[c:23]([CH3:31])[cH:24][c:25]([C:29]#[CH:30])[cH:26][c:27]1[CH3:28].[Cu:32][I:33].[OH2:34]>>[c:2]1([C:30]#[C:29][c:25]2[cH:24][c:23]([CH3:31])[c:22]([O:21][CH2:14][c:15]3[cH:16][cH:17][cH:18][cH:19][cH:20]3)[c:27]([CH3:28])[cH:26]2)[c:3]([CH:4]=[O:5])[c:6]([O:12][CH3:13])[cH:7][c:8]([O:10][CH3:11])[cH:9]1. The reactants are [Al+3], C1CCOC1, Cl, [H-], [H-], [H-], [H-], [Li+], NC1(C(=O)N2CCCC2)CCCCC1, [Na+], [Na+], [Na+], O=S(=O)([O-])[O-], [OH-]. Product: NC1(CN2CCCC2)CCCCC1. Reaction SMILES: [Al+3:17].[CH2:31]1[O:32][CH2:33][CH2:34][CH2:35]1.[ClH:1].[H-:16].[H-:19].[H-:20].[H-:21].[Li+:18].[N:2]1([C:7](=[O:8])[C:9]2([NH2:15])[CH2:10][CH2:11][CH2:12][CH2:13][CH2:14]2)[CH2:3][CH2:4][CH2:5][CH2:6]1.[Na+:23].[Na+:24].[Na+:25].[O-:26][S:27](=[O:28])(=[O:29])[O-:30].[OH-:22]>>[N:2]1([CH2:7][C:9]2([NH2:15])[CH2:10][CH2:11][CH2:12][CH2:13][CH2:14]2)[CH2:3][CH2:4][CH2:5][CH2:6]1.